Dataset: the Open Reaction Database (ORD), a public repository of structured organic reaction records. Task: describe an organic reaction: reactants, conditions, products, and yield Reactants: C[O-], [Na+], CC(=O)Nc1ccc(S(=O)(=O)Nc2nccs2)c2ccccc12. The product is Nc1ccc(S(=O)(=O)Nc2nccs2)c2ccccc12. Reaction SMILES: [CH3:24][O-:25].[Na+:26].[s:1]1[c:2]([NH:6][S:7](=[O:8])(=[O:9])[c:10]2[cH:11][cH:12][c:13]([NH:20][C:21](=[O:22])[CH3:23])[c:14]3[cH:15][cH:16][cH:17][cH:18][c:19]23)[n:3][cH:4][cH:5]1>>[s:1]1[c:2]([NH:6][S:7](=[O:8])(=[O:9])[c:10]2[cH:11][cH:12][c:13]([NH2:20])[c:14]3[cH:15][cH:16][cH:17][cH:18][c:19]23)[n:3][cH:4][cH:5]1. Starting materials: NC1=CC=C(C=C1)C(C)=O (p-Aminoacetophenone), BrCCCCCCCCCCCCCCCC (1-bromohexadecane), C([O-])([O-])=O.[K+].[K+] (potassium carbonate). Solvent: CN(P(=O)(N(C)C)N(C)C)C (hexamethyl phosphoramide). Yields the product C(CCCCCCCCCCCCCCC)NC1=CC=C(C=C1)C(C)=O (p-Hexadecylaminoacetophenone). As a reaction SMILES: [NH2:1][C:2]1[CH:7]=[CH:6][C:5]([C:8](=[O:10])[CH3:9])=[CH:4][CH:3]=1.Br[CH2:12][CH2:13][CH2:14][CH2:15][CH2:16][CH2:17][CH2:18][CH2:19][CH2:20][CH2:21][CH2:22][CH2:23][CH2:24][CH2:25][CH2:26][CH3:27].C(=O)([O-])[O-].[K+].[K+]>CN(C)P(N(C)C)(N(C)C)=O>[CH2:27]([NH:1][C:2]1[CH:7]=[CH:6][C:5]([C:8](=[O:10])[CH3:9])=[CH:4][CH:3]=1)[CH2:26][CH2:25][CH2:24][CH2:23][CH2:22][CH2:21][CH2:20][CH2:19][CH2:18][CH2:17][CH2:16][CH2:15][CH2:14][CH2:13][CH3:12] |f:2.3.4|. Procedure details: p-Aminoacetophenone (87.6 g.) is heated with 1-bromohexadecane (198 g.) in dry hexamethyl phosphoramide (300 ml.) containing anhydrous potassium carbonate (90 g.) for 16 hours at 100° C. The solution is cooled to room temperature, filtered to remove solids, and the filtrate is diluted with cold water (20 ml.). The amber solid so obtained is collected and washed with water. Recrystallization from ethanol followed by dichloromethane provides the product of the Example.